From a dataset of the Open Reaction Database (ORD), a public repository of structured organic reaction records. describe an organic reaction: reactants, conditions, products, and yield Reactants: C(C)C=1OC2=C(N1)C(=CC=C2C(=O)[O-])OC (2-Ethyl-4-methoxybenzoxazole-7-carboxylate), [N+](=O)([O-])C1=CC=C(C=C1)O (4-nitrophenol), Cl.C(C)N=C=NCCCN(C)C (1-ethyl-3-(3-dimethylaminopropyl)carbodiimide hydrochloride). Reagents/catalysts: CN(C1=CC=NC=C1)C (4-dimethylaminopyridine). Run in ClCCl (dichloromethane). Yields the product C(C)C=1OC2=C(N1)C(=CC=C2C(=O)OC2=CC=C(C=C2)[N+](=O)[O-])OC (4-nitrophenyl 2-ethyl-4-methoxybenzoxazole-7-carboxylate). As a reaction SMILES: [CH2:1]([C:3]1[O:4][C:5]2[C:11]([C:12]([O-:14])=[O:13])=[CH:10][CH:9]=[C:8]([O:15][CH3:16])[C:6]=2[N:7]=1)[CH3:2].[N+:17]([C:20]1[CH:25]=[CH:24][C:23](O)=[CH:22][CH:21]=1)([O-:19])=[O:18].Cl.C(N=C=NCCCN(C)C)C>CN(C)C1C=CN=CC=1.ClCCl>[CH2:1]([C:3]1[O:4][C:5]2[C:11]([C:12]([O:14][C:23]3[CH:24]=[CH:25][C:20]([N+:17]([O-:19])=[O:18])=[CH:21][CH:22]=3)=[O:13])=[CH:10][CH:9]=[C:8]([O:15][CH3:16])[C:6]=2[N:7]=1)[CH3:2] |f:2.3|. Procedure details: 2-Ethyl-4-methoxybenzoxazole-7-carboxylate (1.24 g), 4-dimethylaminopyridine (catalytic), 4-nitrophenol (1.17 g), and 1-ethyl-3-(3-dimethylaminopropyl)carbodiimide hydrochloride (1.6 g) in dichloromethane (60 ml) were stirred at room temperature for 48 h. The mixture was evaporated onto silica and chromatographed, eluting with 50% ethyl acetate in hexane, to yield 4-nitrophenyl 2-ethyl-4-methoxybenzoxazole-7-carboxylate. 4-Amino-3,5-dichloropyridine (0.57 g) was dissolved in N,N-dimethylformamid... The reactants are CS(=O)[O-].[Na+] (sodium methanesulfinate), COC(C1=CC(=CC(=C1)OCOC)OC1=CC(=C(C=C1)Br)F)=O (3-(4-bromo-3-fluoro-phenoxy)-5-methoxymethoxybenzoic acid methyl ester), C(C)OC(C)=O (acetic acid ethyl ester), O.[Cl-].[Na+].O.N (Sodium chloride water ammonia water). The reagents and catalysts are [Cu](I)I (copper iodide). Solvent: CS(=O)C (dimethylsulfoxide). Run at temperature 120 celsius, time 6 hour. Product: COC(C1=CC(=CC(=C1)OCOC)OC1=CC(=C(C=C1)S(=O)(=O)C)F)=O (3-(3-fluoro-4-methanesulfonyl-phenoxy)-5-methoxymethoxybenzoic acid methyl ester). Isolated yield 47.6%. RXN SMILES: [CH3:1][S:2]([O-:4])=[O:3].[Na+].[CH3:6][O:7][C:8](=[O:28])[C:9]1[CH:14]=[C:13]([O:15][CH2:16][O:17][CH3:18])[CH:12]=[C:11]([O:19][C:20]2[CH:25]=[CH:24][C:23](Br)=[C:22]([F:27])[CH:21]=2)[CH:10]=1.O.[Cl-].[Na+].O.N.C(OC(=O)C)C>CS(C)=O.[Cu](I)I>[CH3:6][O:7][C:8](=[O:28])[C:9]1[CH:14]=[C:13]([O:15][CH2:16][O:17][CH3:18])[CH:12]=[C:11]([O:19][C:20]2[CH:25]=[CH:24][C:23]([S:2]([CH3:1])(=[O:4])=[O:3])=[C:22]([F:27])[CH:21]=2)[CH:10]=1 |f:0.1,3.4.5.6.7|. Procedure details: After adding 757 mg (7.41 mmol) of sodium methanesulfinate and 1.41 g (7.41 mmol) of copper iodide to a solution of 357 mg (0.93 mmol) of the obtained ester compound in dimethylsulfoxide (6.0 ml), the reaction mixture was stirred at 120° C. for 6 hours. Sodium chloride water-ammonia water (9:1) was added to the reaction mixture and extraction was performed with acetic acid ethyl ester, and then the organic layer was washed with brine, dried and concentrated under reduced pressure. The obtained r... The reactants are BrCC(C(C(=O)NC1[C@@H]2N(C(=C(CS2)C=C)C(=O)OC(C2=CC=CC=C2)C2=CC=CC=C2)C1=O)=NOC)(OCC)OCC (benzhydryl 7-(4-bromo-3,3-diethoxy-2-methoxyiminobutyramido)-3-vinyl-3-cephem-4-carboxylate), Cl (hydrochloric acid). Run in C(Cl)Cl (methylene chloride), C(Cl)Cl (methylene chloride). The product is BrCC(C(C(=O)NC1[C@@H]2N(C(=C(CS2)C=C)C(=O)OC(C2=CC=CC=C2)C2=CC=CC=C2)C1=O)=NOC)=O (benzhydryl 7-(4-bromo-2-methoxyiminoacetoacetamido)-3-vinyl-3-cephem-4-carboxylate). The yield is 60.5%. As a reaction SMILES: [Br:1][CH2:2][C:3](OCC)([O:38]CC)[C:4](=[N:35][O:36][CH3:37])[C:5]([NH:7][CH:8]1[C:33](=[O:34])[N:10]2[C:11]([C:17]([O:19][CH:20]([C:27]3[CH:32]=[CH:31][CH:30]=[CH:29][CH:28]=3)[C:21]3[CH:26]=[CH:25][CH:24]=[CH:23][CH:22]=3)=[O:18])=[C:12]([CH:15]=[CH2:16])[CH2:13][S:14][C@H:9]12)=[O:6].Cl>C(Cl)Cl>[Br:1][CH2:2][C:3](=[O:38])[C:4](=[N:35][O:36][CH3:37])[C:5]([NH:7][CH:8]1[C:33](=[O:34])[N:10]2[C:11]([C:17]([O:19][CH:20]([C:27]3[CH:32]=[CH:31][CH:30]=[CH:29][CH:28]=3)[C:21]3[CH:22]=[CH:23][CH:24]=[CH:25][CH:26]=3)=[O:18])=[C:12]([CH:15]=[CH2:16])[CH2:13][S:14][C@H:9]12)=[O:6]. Reported procedure: To a solution of benzhydryl 7-(4-bromo-3,3-diethoxy-2-methoxyiminobutyramido)-3-vinyl-3-cephem-4-carboxylate (syn isomer) (6.5 g) in methylene chloride (60 ml) was added conc. hydrochloric acid (6 ml) at 3° to 5° C., and the mixture was stirred from under ice-cooling to at ambient temperature for 8 hours. After methylene chloride (100 ml) was added to the reaction mixture, it was washed with water and then dried over anhydrous magnesium sulfate. Removal of the solvent gave a residue, which was w... Starting materials: ClC=1N=C(C2=C(N1)NC=C2)Cl (2,4-dichloro-7H-pyrrolo[2,3-d]pyrimidine), C[S-].[Na+] (sodium thiomethoxide), O (H2O). Solvent: CS(=O)C (DMSO). Run at time 2 hour. The product is ClC=1N=C(C2=C(N1)NC=C2)SC (2-chloro-4-(methylthio)-7H-pyrrolo[2,3-d]pyrimidine). Isolated yield 75.6%. RXN SMILES: [Cl:1][C:2]1[N:3]=[C:4](Cl)[C:5]2[CH:10]=[CH:9][NH:8][C:6]=2[N:7]=1.[CH3:12][S-:13].[Na+].O>CS(C)=O>[Cl:1][C:2]1[N:3]=[C:4]([S:13][CH3:12])[C:5]2[CH:10]=[CH:9][NH:8][C:6]=2[N:7]=1 |f:1.2|. Procedure: To a solution of 2,4-dichloro-7H-pyrrolo[2,3-d]pyrimidine (1.12 g, 5.96 mmol) in DMSO (8 mL), sodium thiomethoxide (0.500 g, 7.14 mmol) was added. The mixture was stirred at room temperature for 2 h. H2O was added to induce precipitation. The precipitate was collected and dried on vacuum to give 2-chloro-4-(methylthio)-7H-pyrrolo[2,3-d]pyrimidine as a solid (0.90 g). Reactants: [N+](=O)([O-])C1=CC2=C(CCNCC2)C=C1 (7-Nitro-1,2,4,5-tetrahydro-3H-3-benzazepine), CS(=O)(=O)OCCN=[N+]=[N-] (2-methanesulphonyloxyethyl azide), C([O-])([O-])=O.[K+].[K+] (potassium carbonate). The solvent is C(C)#N (acetonitrile). Yields the product N(=[N+]=[N-])CCN1CCC2=C(CC1)C=CC(=C2)[N+](=O)[O-] (3-(2-Azidoethyl)-7-nitro-1,2,4,5-tetrahydro-3H-3-benzazepine). RXN SMILES: [N+:1]([C:4]1[CH:14]=[CH:13][C:7]2[CH2:8][CH2:9][NH:10][CH2:11][CH2:12][C:6]=2[CH:5]=1)([O-:3])=[O:2].CS(O[CH2:20][CH2:21][N:22]=[N+:23]=[N-:24])(=O)=O.C(=O)([O-])[O-].[K+].[K+]>C(#N)C>[N:22]([CH2:21][CH2:20][N:10]1[CH2:9][CH2:8][C:7]2[CH:13]=[CH:14][C:4]([N+:1]([O-:3])=[O:2])=[CH:5][C:6]=2[CH2:12][CH2:11]1)=[N+:23]=[N-:24] |f:2.3.4|. Reported procedure: 7-Nitro-1,2,4,5-tetrahydro-3H-3-benzazepine (1.1 g), 2-methanesulphonyloxyethyl azide (0.92 g) and potassium carbonate (0.76 g) were heated under reflux in acetonitrile for 18 hours. The solvent was evaporated in vacuo and the residue taken up in ethyl acetate then washed three times with aqueous sodium carbonate and three times with brine. The organic layer was dried, filtered and evaporated in vacuo to give an oil which was purified by chromatography on silica eluting with ethyl acetate/hexane... The reactants are C(=O)([O-])[O-].[Na+].[Na+] (Na2CO3), CN1CCNCC1 (1-methylpiperazine), BrC1=CC=C(O1)C=O (5-bromofuran-2-carbaldehyde), C(C)(=O)O[BH-](OC(C)=O)OC(C)=O.[Na+] (sodium triacetoxy borohydride). The solvent is C(Cl)Cl (CH2Cl2). Run at time 30 minute. The product is BrC1=CC=C(O1)CN1CCN(CC1)C (1-((5-bromofuran-2-yl)methyl)-4-methylpiperazine). The yield is 52.4%. Reaction SMILES: [CH3:1][N:2]1[CH2:7][CH2:6][NH:5][CH2:4][CH2:3]1.[Br:8][C:9]1[O:13][C:12]([CH:14]=O)=[CH:11][CH:10]=1.C(O[BH-](OC(=O)C)OC(=O)C)(=O)C.[Na+].C([O-])([O-])=O.[Na+].[Na+]>C(Cl)Cl>[Br:8][C:9]1[O:13][C:12]([CH2:14][N:5]2[CH2:6][CH2:7][N:2]([CH3:1])[CH2:3][CH2:4]2)=[CH:11][CH:10]=1 |f:2.3,4.5.6|. Reported procedure: A round-bottomed flask was charged with 1-methylpiperazine (2.02 mL, 18.2 mmol), 5-bromofuran-2-carbaldehyde (3.03 g, 17.3 mmol), and CH2Cl2 (30 mL). The reaction mixture was stirred for 30 minutes, and then sodium triacetoxy borohydride (4.77 g, 22.5 mmol) was added slowly over five minutes. The reaction mixture was stirred at room temperature for 4 hours, then poured into Na2CO3 (100 mL) and extracted with CH2Cl2 (2×100 mL). The combined organic layers were dried over sodium sulfate, filtered ...